Dataset: the Open Reaction Database (ORD), a public repository of structured organic reaction records. Task: describe an organic reaction: reactants, conditions, products, and yield The reactants are CC(C)C(=O)Cl, COC(=O)C(Cc1ccc(-c2ccc(C#N)cc2)cc1)NC(=O)C1Cc2cc3c(cc2CN1S(=O)(=O)c1sc(N)nc1C)OC(c1ccc(OCc2ccc(Cl)c(Cl)c2)cc1)CO3. Product: COC(=O)C(Cc1ccc(-c2ccc(C#N)cc2)cc1)NC(=O)C1Cc2cc3c(cc2CN1S(=O)(=O)c1sc(NC(=O)C(C)C)nc1C)OC(c1ccc(OCc2ccc(Cl)c(Cl)c2)cc1)CO3. RXN SMILES: [C:64]([CH:65]([CH3:66])[CH3:67])(=[O:68])[Cl:69].[CH3:1][O:2][C:3]([CH:4]([CH2:5][c:6]1[cH:7][cH:8][c:9](-[c:12]2[cH:13][cH:14][c:15]([C:18]#[N:19])[cH:16][cH:17]2)[cH:10][cH:11]1)[NH:20][C:21](=[O:22])[CH:23]1[N:24]([S:53](=[O:54])(=[O:55])[c:56]2[c:57]([CH3:62])[n:58][c:59]([NH2:61])[s:60]2)[CH2:25][c:26]2[cH:27][c:28]3[c:29]([cH:30][c:31]2[CH2:32]1)[O:33][CH2:34][CH:35]([c:37]1[cH:38][cH:39][c:40]([O:43][CH2:44][c:45]2[cH:46][c:47]([Cl:52])[c:48]([Cl:51])[cH:49][cH:50]2)[cH:41][cH:42]1)[O:36]3)=[O:63]>>[CH3:1][O:2][C:3]([CH:4]([CH2:5][c:6]1[cH:7][cH:8][c:9](-[c:12]2[cH:13][cH:14][c:15]([C:18]#[N:19])[cH:16][cH:17]2)[cH:10][cH:11]1)[NH:20][C:21](=[O:22])[CH:23]1[N:24]([S:53](=[O:54])(=[O:55])[c:56]2[c:57]([CH3:62])[n:58][c:59]([NH:61][C:64]([CH:65]([CH3:66])[CH3:67])=[O:68])[s:60]2)[CH2:25][c:26]2[cH:27][c:28]3[c:29]([cH:30][c:31]2[CH2:32]1)[O:33][CH2:34][CH:35]([c:37]1[cH:38][cH:39][c:40]([O:43][CH2:44][c:45]2[cH:46][c:47]([Cl:52])[c:48]([Cl:51])[cH:49][cH:50]2)[cH:41][cH:42]1)[O:36]3)=[O:63]. Starting materials: [Si](C)(C)(C(C)(C)C)O[C@@H](CNCCCCC1=CC=C(C=C1)C1=CC=C(C=C1)NC(=O)C=1C=C(C=CC1)S(=O)(=O)C=1C=C2C(=C(C=NC2=C(C1)C)C(=O)N)NC1=CC(=CC=C1)OC)C1=CC=C(C2=C1OCC(N2)=O)O ((R)-6-((3-((4′-(4-((2-((tert-butyldimethylsilyl)oxy)-2-(5-hydroxy-3-oxo-3,4-dihydro-2H-benzo[b][1,4]oxazin-8-yl)ethyl)amino)butyl)-[1,1′-biphenyl]-4-yl)carbamoyl)phenyl)sulfonyl)-4-((3-methoxyphenyl)amino)-8-methylquinoline-3-carboxamide), COC=1C=C(C=CC1)NC1=C(C=NC2=C(C=C(C=C12)S(=O)(=O)C1=CC(=CC=C1)C(NC1=C(C=C(C=C1)C#CCCC=O)C)=O)C)C(=O)N (4-((3-methoxyphenyl)amino)-8-methyl-6-((3-((2-methyl-4-(5-oxopent-1-yn-1-yl)phenyl)carbamoyl)phenyl)sulfonyl)quinoline-3-carboxamide), C53H58N6O9SSi. Product: [Si](C)(C)(C(C)(C)C)O[C@@H](CNCCCC#CC1=CC(=C(C=C1)NC(=O)C=1C=C(C=CC1)S(=O)(=O)C=1C=C2C(=C(C=NC2=C(C1)C)C(=O)N)NC1=CC(=CC=C1)OC)C)C1=CC=C(C2=C1OCC(N2)=O)O ((R)-6-((3-((4-(5-((2-((tert-butyldimethylsilyl)oxy)-2-(5-hydroxy-3-oxo-3,4-dihydro-2H-benzo[b][1,4]oxazin-8-yl)ethyl)amino)pent-1-yn-1-yl)-2-methylphenyl)carbamoyl)phenyl)sulfonyl)-4-((3-methoxyphenyl)amino)-8-methylquinoline-3-carboxamide). RXN SMILES: [Si:1]([O:8][C@H:9]([C:63]1[C:68]2[O:69][CH2:70][C:71](=[O:73])[NH:72][C:67]=2[C:66]([OH:74])=[CH:65][CH:64]=1)[CH2:10][NH:11][CH2:12][CH2:13]CCC1C=CC(C2C=CC(NC(C3C=C(S(C4C=C5C(=C(C)C=4)N=CC(C(N)=O)=C5NC4C=CC=C(OC)C=4)(=O)=O)C=CC=3)=O)=CC=2)=CC=1)([C:4]([CH3:7])([CH3:6])[CH3:5])([CH3:3])[CH3:2].[CH3:75][O:76][C:77]1[CH:78]=[C:79]([NH:83][C:84]2[C:93]3[C:88](=[C:89]([CH3:119])[CH:90]=[C:91]([S:94]([C:97]4[CH:102]=[CH:101][CH:100]=[C:99]([C:103](=[O:118])[NH:104][C:105]5[CH:110]=[CH:109][C:108]([C:111]#[C:112][CH2:113]CC=O)=[CH:107][C:106]=5[CH3:117])[CH:98]=4)(=[O:96])=[O:95])[CH:92]=3)[N:87]=[CH:86][C:85]=2[C:120]([NH2:122])=[O:121])[CH:80]=[CH:81][CH:82]=1>>[Si:1]([O:8][C@H:9]([C:63]1[C:68]2[O:69][CH2:70][C:71](=[O:73])[NH:72][C:67]=2[C:66]([OH:74])=[CH:65][CH:64]=1)[CH2:10][NH:11][CH2:12][CH2:13][CH2:113][C:112]#[C:111][C:108]1[CH:109]=[CH:110][C:105]([NH:104][C:103]([C:99]2[CH:98]=[C:97]([S:94]([C:91]3[CH:92]=[C:93]4[C:88](=[C:89]([CH3:119])[CH:90]=3)[N:87]=[CH:86][C:85]([C:120]([NH2:122])=[O:121])=[C:84]4[NH:83][C:79]3[CH:80]=[CH:81][CH:82]=[C:77]([O:76][CH3:75])[CH:78]=3)(=[O:95])=[O:96])[CH:102]=[CH:101][CH:100]=2)=[O:118])=[C:106]([CH3:117])[CH:107]=1)([C:4]([CH3:6])([CH3:5])[CH3:7])([CH3:3])[CH3:2]. Procedure details: The title compound was synthesized in a manner analogous to that described in Intermediate 151, using Intermediate 117 in place of Intermediate 124. ES/MS calcd. for C53H58N6O9SSi 982.4. Found m/z=983 (M+H)+. The reactants are Cc1ccccc1, Cc1csc2ncc(CO)n12, CN(C)C=O, O=[Mn]=O. Yields the product Cc1csc2ncc(C=O)n12. Reaction SMILES: [CH3:17][c:18]1[cH:19][cH:20][cH:21][cH:22][cH:23]1.[CH3:1][c:2]1[n:3]2[c:4]([s:5][cH:6]1)[n:7][cH:8][c:9]2[CH2:10][OH:11].[O:12]=[CH:13][N:14]([CH3:15])[CH3:16].[O:24]=[Mn:25]=[O:26]>>[CH3:1][c:2]1[n:3]2[c:4]([s:5][cH:6]1)[n:7][cH:8][c:9]2[CH:10]=[O:11]. The reactants are COC=1C=C2C=C(NC2=CC1)C=O (5-Methoxyindole-2-carboxaldehyde), C(=O)C=P(C1=CC=CC=C1)(C1=CC=CC=C1)C1=CC=CC=C1 ((formylmethylene)triphenylphosphorane). Solvent: C1(=CC=CC=C1)C (toluene). Conditions: temperature 85 celsius, time 5 hour. Product: COC=1C=C2C=C(NC2=CC1)/C=C/C=O ((E)-3-(5-methoxy-2-indolyl)-2-propenaldehyde). The yield is 26.3%. As a reaction SMILES: [CH3:1][O:2][C:3]1[CH:4]=[C:5]2[C:9](=[CH:10][CH:11]=1)[NH:8][C:7]([CH:12]=O)=[CH:6]2.[CH:14]([CH:16]=P(C1C=CC=CC=1)(C1C=CC=CC=1)C1C=CC=CC=1)=[O:15]>C1(C)C=CC=CC=1>[CH3:1][O:2][C:3]1[CH:4]=[C:5]2[C:9](=[CH:10][CH:11]=1)[NH:8][C:7](/[CH:12]=[CH:16]/[CH:14]=[O:15])=[CH:6]2. Procedure details: 5-Methoxyindole-2-carboxaldehyde (1.5 g, 8.5 mmol) was dissolved in dry toluene (30 ml) and treated with (formylmethylene)triphenylphosphorane (3 g, 9.8 mmol). The reaction mixture was stirred at 85° C. for 5 h, allowed to cool and chromatographed over silica gel using hexane/EtOAc (7:3). Evaporation of the solvent yielded 0.45 g (26 %) of (E)-3-(5-methoxy-2-indolyl)-2-propenaldehyde, m.p.=145-147° C. Starting materials: COC(=O)c1ccc2c(c1)CN(C(=O)c1cc(C(C)C)c(OCc3ccccc3)cc1OCc1ccccc1)C2, CO, [Na+], [OH-]. RXN SMILES: [CH3:1][O:2][C:3](=[O:4])[c:5]1[cH:6][c:7]2[c:11]([cH:12][cH:13]1)[CH2:10][N:9]([C:14]([c:15]1[c:16]([O:32][CH2:33][c:34]3[cH:35][cH:36][cH:37][cH:38][cH:39]3)[cH:17][c:18]([O:24][CH2:25][c:26]3[cH:27][cH:28][cH:29][cH:30][cH:31]3)[c:19]([CH:21]([CH3:22])[CH3:23])[cH:20]1)=[O:40])[CH2:8]2.[CH3:41][OH:42].[Na+:44].[OH-:43]>>[O:2]=[C:3]([OH:4])[c:5]1[cH:6][c:7]2[c:11]([cH:12][cH:13]1)[CH2:10][N:9]([C:14]([c:15]1[c:16]([O:32][CH2:33][c:34]3[cH:35][cH:36][cH:37][cH:38][cH:39]3)[cH:17][c:18]([O:24][CH2:25][c:26]3[cH:27][cH:28][cH:29][cH:30][cH:31]3)[c:19]([CH:21]([CH3:22])[CH3:23])[cH:20]1)=[O:40])[CH2:8]2. The product is CC(C)c1cc(C(=O)N2Cc3ccc(C(=O)O)cc3C2)c(OCc2ccccc2)cc1OCc1ccccc1. Starting materials: COC=1C=C(C(=O)Cl)C=C(C1OC)OC (3,4,5-trimethoxybenzoyl chloride), C=CC1=CC=CC=C1 (styrene), C(C)N(C(C)C)C(C)C (ethyl diisopropylamine). The reagents and catalysts are C/C(=C/C(=O)C)/[O-].C/C(=C/C(=O)C)/[O-].[Pd+2] (bis-(acetylacetonato)-palladium(II)). Run in C1(CCCCC1)=O (cyclohexanone). Yields the product COC=1C=C(C=C(C1OC)OC)C=CC1=CC=CC=C1 (3,4,5-trimethoxystilbene). The yield is 17.5%. RXN SMILES: [CH3:1][O:2][C:3]1[CH:4]=[C:5]([CH:9]=[C:10]([O:14][CH3:15])[C:11]=1[O:12][CH3:13])[C:6](Cl)=O.C=[CH:17][C:18]1[CH:23]=[CH:22][CH:21]=[CH:20][CH:19]=1.C(N(C(C)C)C(C)C)C>C1(=O)CCCCC1.C/C(/[O-])=C/C(C)=O.C/C(/[O-])=C/C(C)=O.[Pd+2]>[CH3:1][O:2][C:3]1[CH:4]=[C:5]([CH:6]=[CH:17][C:18]2[CH:23]=[CH:22][CH:21]=[CH:20][CH:19]=2)[CH:9]=[C:10]([O:14][CH3:15])[C:11]=1[O:12][CH3:13] |f:4.5.6|. Reported procedure: The procedure described in Example 1 is followed, except that 23.07 g (0.1 mol) of 3,4,5-trimethoxybenzoyl chloride, 13.02 g (0.125 mol) of styrene, 12.93 g (0.125 mol) of ethyl diisopropylamine and 0.3046 g (0.001 mol) of bis-(acetylacetonato)-palladium(II) are used. After a reaction time of 3 hours at 130° C., in 50 ml of cyclohexanone as the solvent, 4.7 g (0.0175 mol) of 3,4,5-trimethoxystilbene, corresponding to a yield of 17.5% of theory, are obtained in the form of white needles; melting ...